From a dataset of the Open Reaction Database (ORD), a public repository of structured organic reaction records. describe an organic reaction: reactants, conditions, products, and yield The reactants are B(Cl)(Cl)Cl (Boron trichloride), C(#N)C=1C=C(C=CC1OC(C)C)C1=NN(CS1)C1=C(C=C(C=C1)CCC(=O)OCC)C (Ethyl 3-(4-(5-(3-cyano-4-isopropyloxyphenyl)-1,3,4-thiadiazol-3-yl)-3-methylphenyl)propanoate). Run in C(Cl)Cl (CH2Cl2), C(Cl)Cl (methylene chloride), C(Cl)Cl (methylene chloride). Conditions: time 16 hour. Product: C(#N)C=1C=C(C=CC1O)C1=NN(CS1)C1=C(C=C(C=C1)CCC(=O)OCC)C (Ethyl 3-(4-(5-(3-cyano-4-hydroxyphenyl)-1,3,4-thiadiazol-3-yl)-3-methylphenyl)propanoate). Isolated yield 50.6%. Reaction SMILES: B(Cl)(Cl)Cl.[C:5]([C:7]1[CH:8]=[C:9]([C:17]2[S:21][CH2:20][N:19]([C:22]3[CH:27]=[CH:26][C:25]([CH2:28][CH2:29][C:30]([O:32][CH2:33][CH3:34])=[O:31])=[CH:24][C:23]=3[CH3:35])[N:18]=2)[CH:10]=[CH:11][C:12]=1[O:13]C(C)C)#[N:6]>C(Cl)Cl>[C:5]([C:7]1[CH:8]=[C:9]([C:17]2[S:21][CH2:20][N:19]([C:22]3[CH:27]=[CH:26][C:25]([CH2:28][CH2:29][C:30]([O:32][CH2:33][CH3:34])=[O:31])=[CH:24][C:23]=3[CH3:35])[N:18]=2)[CH:10]=[CH:11][C:12]=1[OH:13])#[N:6]. Procedure: Boron trichloride (1 M in CH2Cl2, 3 mL was added to a solution of ethyl 3-(4-(5-(3-cyano-4-isopropyloxyphenyl)-1,3,4-thiadiazol-3-yl)-3-methylphenyl)propanoate (0.6 mmol, from Step C) in methylene chloride (40 mL) at 0° C. The reaction mixture was allowed to warm to rt over 4 h and then was stirred at rt for 16 h. The reaction mixture was diluted with methylene chloride (50 mL) and washed with water (50 mL). The organics were dried over magnesium sulfate, filtered and concentrated in vacuo. Sili... Reactants: ClCCl, COc1cc(-c2cn(C3CCCC3)c3ncnc(Cl)c23)ccc1NC(=O)OC(C)(C)C, O=C(O)C(F)(F)F. The product is COc1cc(-c2cn(C3CCCC3)c3ncnc(Cl)c23)ccc1N. RXN SMILES: [Cl:39][CH2:40][Cl:41].[Cl:8][c:9]1[c:10]2[c:11]([n:12][cH:13][n:14]1)[n:15]([CH:34]1[CH2:35][CH2:36][CH2:37][CH2:38]1)[cH:16][c:17]2-[c:18]1[cH:19][c:20]([O:32][CH3:33])[c:21]([NH:24][C:25](=[O:26])[O:27][C:28]([CH3:29])([CH3:30])[CH3:31])[cH:22][cH:23]1.[OH:1][C:2]([C:3]([F:4])([F:5])[F:6])=[O:7]>>[Cl:8][c:9]1[c:10]2[c:11]([n:12][cH:13][n:14]1)[n:15]([CH:34]1[CH2:35][CH2:36][CH2:37][CH2:38]1)[cH:16][c:17]2-[c:18]1[cH:19][c:20]([O:32][CH3:33])[c:21]([NH2:24])[cH:22][cH:23]1.